Dataset: the Open Reaction Database (ORD), a public repository of structured organic reaction records. Task: describe an organic reaction: reactants, conditions, products, and yield Reactants: BrCc1ccccc1, Cc1cc2c(O)cccc2n1Cc1ccccc1, CCOC(C)=O, [H-], [Na+], CN(C)C=O. Product: Cc1cc2c(OCc3ccccc3)cccc2n1Cc1ccccc1. Reaction SMILES: [Br:21][CH2:22][c:23]1[cH:24][cH:25][cH:26][cH:27][cH:28]1.[CH2:1]([c:2]1[cH:3][cH:4][cH:5][cH:6][cH:7]1)[n:8]1[c:9]([CH3:18])[cH:10][c:11]2[c:12]([OH:17])[cH:13][cH:14][cH:15][c:16]12.[CH3:34][CH2:35][O:36][C:37](=[O:38])[CH3:39].[H-:19].[Na+:20].[O:29]=[CH:30][N:31]([CH3:32])[CH3:33]>>[CH2:1]([c:2]1[cH:3][cH:4][cH:5][cH:6][cH:7]1)[n:8]1[c:9]([CH3:18])[cH:10][c:11]2[c:12]([O:17][CH2:22][c:23]3[cH:24][cH:25][cH:26][cH:27][cH:28]3)[cH:13][cH:14][cH:15][c:16]12. The reactants are COC1=C(C2=C(C=C(O2)C(=O)O)C=C1)C (6-Methoxy-7-methylbenzofuran-2-carboxylic acid). Reagents/catalysts: [Na].[Hg] (sodium amalgam). Run in [OH-].[Na+] (sodium hydroxide). Reaction conditions: time 5 hour. The product is COC1=C(C2=C(CC(O2)C(=O)O)C=C1)C (2,3-dihydro-6-methoxy-7-methylbenzofuran-2-carboxylic acid). RXN SMILES: [CH3:1][O:2][C:3]1[CH:14]=[CH:13][C:6]2[CH:7]=[C:8]([C:10]([OH:12])=[O:11])[O:9][C:5]=2[C:4]=1[CH3:15]>[OH-].[Na+].[Na].[Hg]>[CH3:1][O:2][C:3]1[CH:14]=[CH:13][C:6]2[CH2:7][CH:8]([C:10]([OH:12])=[O:11])[O:9][C:5]=2[C:4]=1[CH3:15] |f:1.2,3.4,^1:17|. Reported procedure: To a solution of (16i) (29 g., 0.14 mole) dissolved in aqueous sodium hydroxide (15 g. NaOH is 750 ml. of water) was added 550 g. of 5% sodium amalgam portionwise over a period of 30 minutes. The mixture was stirred for 5 hours and then decanted from the mercury and filtered through Celite. The filtrate was acidified with hydrochloric acid and cooled in an ice bath. There was obtained 26 g. of crude acid after filtering. Recrystallization from methylene chloride/hexane gave pure 2,3-dihydro-6-me... Reactants: [C+4], CC(C)(C)c1cc(CC(CNS(C)(=O)=O)NC(=O)OCc2ccccc2)ccc1OCc1ccccc1, ClCCl, CO, [H][H], [OH-], [OH-], [OH-], [OH-], [OH-], [OH-], [Pd+2]. The product is CC(C)(C)c1cc(CC(N)CNS(C)(=O)=O)ccc1OCc1ccccc1. RXN SMILES: [C+4:45].[CH2:1]([c:2]1[cH:3][cH:4][cH:5][cH:6][cH:7]1)[O:8][c:9]1[c:10]([C:34]([CH3:35])([CH3:36])[CH3:37])[cH:11][c:12]([CH2:15][CH:16]([CH2:17][NH:18][S:19](=[O:20])(=[O:21])[CH3:22])[NH:23][C:24]([O:25][CH2:26][c:27]2[cH:28][cH:29][cH:30][cH:31][cH:32]2)=[O:33])[cH:13][cH:14]1.[CH2:42]([Cl:43])[Cl:44].[CH3:40][OH:41].[H:38][H:39].[OH-:46].[OH-:48].[OH-:49].[OH-:50].[OH-:51].[OH-:52].[Pd+2:47]>>[CH2:1]([c:2]1[cH:3][cH:4][cH:5][cH:6][cH:7]1)[O:8][c:9]1[c:10]([C:34]([CH3:35])([CH3:36])[CH3:37])[cH:11][c:12]([CH2:15][CH:16]([CH2:17][NH:18][S:19](=[O:20])(=[O:21])[CH3:22])[NH2:23])[cH:13][cH:14]1. Starting materials: C(C1=CC=CC=C1)OC(=O)NC1=C(C=C(OC2=CC(=NC=C2)NC(OCC[Si](C)(C)C)=O)C=C1)F (2-(trimethylsilyl)ethyl [4-(4-benzyloxycarbonylamino-3-fluorophenoxy)pyridin-2-yl]carbamate), O1CCCC1 (tetrahydrofuran), C(C)(=O)OCC (ethyl acetate), [S-]C#N.[K+] (potassium thiocyanate), solution, [F-].C(CCC)[N+](CCCC)(CCCC)CCCC (tetrabutylammonium fluoride), O1CCCC1 (tetrahydrofuran), O1CCCC1 (tetrahydrofuran). Reagents/catalysts: [C].[Pd] (palladium carbon). The solvent is [Cl-].[Na+].O (brine). Conditions: time 25 hour. The product is NC1=NC=CC(=C1)OC1=CC(=C(C=C1)NC(=S)NC(CC1=CC=C(C=C1)F)=O)F (1-[4-(2-Aminopyridin-4-yloxy)-2-fluorophenyl]-3-[2-(4-fluorophenyl)acetyl]thiourea). The yield is 43.5%. As a reaction SMILES: C(OC(N[C:12]1[CH:34]=[CH:33][C:15]([O:16][C:17]2[CH:22]=[CH:21][N:20]=[C:19]([NH:23]C(=O)OCC[Si](C)(C)C)[CH:18]=2)=[CH:14][C:13]=1[F:35])=O)C1C=CC=CC=1.[S-:36][C:37]#[N:38].[K+].C(OCC)(=[O:42])C.[F-:46].C([N+:51]([CH2:60][CH2:61][CH2:62][CH3:63])(CCCC)CCCC)CCC.O1[CH2:68][CH2:67][CH2:66][CH2:65]1>[Cl-].[Na+].O.[C].[Pd]>[NH2:23][C:19]1[CH:18]=[C:17]([O:16][C:15]2[CH:33]=[CH:34][C:12]([NH:38][C:37]([NH:51][C:60](=[O:42])[CH2:61][C:62]3[CH:63]=[CH:68][C:67]([F:46])=[CH:66][CH:65]=3)=[S:36])=[C:13]([F:35])[CH:14]=2)[CH:22]=[CH:21][N:20]=1 |f:1.2,4.5,7.8.9,10.11|. Procedure: To a solution of 2-(trimethylsilyl)ethyl [4-(4-benzyloxycarbonylamino-3-fluorophenoxy)pyridin-2-yl]carbamate (222 mg) in tetrahydrofuran (7.0 ml) was added 10% palladium carbon (71.2 mg), followed by stirring under a hydrogen atmosphere at room temperature for 25 hrs. The reaction mixture was filtered to remove the catalyst, which was then washed with methanol (5.0 ml). 4-Fluorophenyl acetic acid (103 mg) and thionyl chloride (0.448 ml) were put in another vessel, stirred at 90° C. for 30 min, a... The reactants are C(#N)CC1=C2C=CN=CC2=CC=C1 (5-Cyanomethylisoquinoline), [C-]#N.[K+] (potassium cyanide), C(C1=CC=CC=C1)(=O)Cl (benzoyl chloride). The reagents and catalysts are [Cl-].C(C1=CC=CC=C1)[N+](CC)(CC)CC (benzyl triethyl ammonium chloride). Solvent: ClCCl (dichloromethane), O (water). Run at time 30 minute. Product: C(#N)C1N(C=CC2=C(C=CC=C12)CC#N)C(C1=CC=CC=C1)=O (1-cyano-2-benzoyl-5-cyanomethyl-1,2-dihydroisoquinoline). Yield: 51.6%. As a reaction SMILES: [C:1]([CH2:3][C:4]1[CH:13]=[CH:12][CH:11]=[C:10]2[C:5]=1[CH:6]=[CH:7][N:8]=[CH:9]2)#[N:2].[C-:14]#[N:15].[K+].[C:17](Cl)(=[O:24])[C:18]1[CH:23]=[CH:22][CH:21]=[CH:20][CH:19]=1>[Cl-].C([N+](CC)(CC)CC)C1C=CC=CC=1.ClCCl.O>[C:14]([CH:9]1[C:10]2[C:5](=[C:4]([CH2:3][C:1]#[N:2])[CH:13]=[CH:12][CH:11]=2)[CH:6]=[CH:7][N:8]1[C:17](=[O:24])[C:18]1[CH:23]=[CH:22][CH:21]=[CH:20][CH:19]=1)#[N:15] |f:1.2,4.5|. Procedure details: 5-Cyanomethylisoquinoline (4.9 g), 5.7 g of potassium cyanide and 200 mg of benzyl triethyl ammonium chloride were dissolved in 60 ml of dichloromethane and 12 ml of water. The solution was stirred for 30 minutes, and 8.2 g of benzoyl chloride was added dropwise. The mixture was further stirred for 4 hours. After the reaction, the dichloromethane layer was washed in water, and dried, followed by distilling off the solvent. The residue was recrystallized from ether to afford 4.5 g of 1-cyano-2-be... Reactants: [BH3-]C#N, COC(=O)C(N)Cc1ccc(O)cc1, CCCCC(NC(=O)OC(C)(C)C)C(=O)OC, CC(=O)O, Cc1ccccc1, CO, Cl, [Na+], C1CCOC1, O. The product is CCCCC(CNC(Cc1ccc(O)cc1)C(=O)OC)NC(=O)OC(C)(C)C. Reaction SMILES: [C:37]([BH3-:38])#[N:39].[CH3:19][O:20][C:21]([CH:22]([NH2:23])[CH2:24][c:25]1[cH:26][cH:27][c:28]([OH:31])[cH:29][cH:30]1)=[O:32].[CH3:1][O:2][C:3]([CH:4]([NH:5][C:6](=[O:7])[O:8][C:9]([CH3:10])([CH3:11])[CH3:12])[CH2:13][CH2:14][CH2:15][CH3:16])=[O:17].[CH3:33][C:34](=[O:35])[OH:36].[CH3:41][c:42]1[cH:43][cH:44][cH:45][cH:46][cH:47]1.[CH3:48][OH:49].[ClH:18].[Na+:40].[O:50]1[CH2:51][CH2:52][CH2:53][CH2:54]1.[OH2:55]>>[CH2:3]([CH:4]([NH:5][C:6](=[O:7])[O:8][C:9]([CH3:10])([CH3:11])[CH3:12])[CH2:13][CH2:14][CH2:15][CH3:16])[NH:23][CH:22]([C:21]([O:20][CH3:19])=[O:32])[CH2:24][c:25]1[cH:26][cH:27][c:28]([OH:31])[cH:29][cH:30]1. Reactants: ClC1=CC(=C(N=N1)N)C1=CC=CC=C1 (6-chloro-4-phenyl-pyridazin-3-ylamine), CCCCCCC.C(C)(=O)OCC (n-heptane ethyl acetate). Yields the product ClC1=CC(=C(N=N1)NC)C1=CC=CC=C1 ((6-Chloro-4-phenyl-pyridazin-3-yl)-methyl-amine). Reaction SMILES: [Cl:1][C:2]1[N:7]=[N:6][C:5]([NH2:8])=[C:4]([C:9]2[CH:14]=[CH:13][CH:12]=[CH:11][CH:10]=2)[CH:3]=1.[CH3:15]CCCCCC.C(OCC)(=O)C>>[Cl:1][C:2]1[N:7]=[N:6][C:5]([NH:8][CH3:15])=[C:4]([C:9]2[CH:14]=[CH:13][CH:12]=[CH:11][CH:10]=2)[CH:3]=1 |f:1.2|. Reported procedure: The title compound was prepared in analogy to example 1, intermediate a, from 6-chloro-4-phenyl-pyridazin-3-ylamine and using a gradient of n-heptane:ethyl acetate (100:0 to 40:60) for the chromatographic purification. Light yellow solid (52%). MS (ESI+): m/z=220.064 ([M+H]+). Reactants: C1(CC1)OS(N)(=O)=O (Sulfamic acid cyclopropyl ester), FC1=C(C=CC=C1)O (2-fluorophenol). The product is FC1=C(C=CC=C1)NS([O-])(=O)=O (2-Fluorophenylsulfamate), FC1=C(C=CC=C1)OS(N)(=O)=O (sulfamic acid 2-fluoro-phenyl ester). As a reaction SMILES: C1([O:4][S:5](=[O:8])(=[O:7])[NH2:6])CC1.[F:9][C:10]1[CH:15]=[CH:14][CH:13]=[CH:12][C:11]=1[OH:16]>>[F:9][C:10]1[CH:15]=[CH:14][CH:13]=[CH:12][C:11]=1[NH:6][S:5](=[O:8])(=[O:7])[O-:4].[F:9][C:10]1[CH:15]=[CH:14][CH:13]=[CH:12][C:11]=1[O:16][S:5](=[O:7])(=[O:4])[NH2:6]. Reported procedure: 2-Fluorophenylsulfamate was synthesized according to the method presented in the synthesis of Sulfamic acid cyclopropyl ester in Example 1 with the exception of utilizing 2-fluorophenol to obtain sulfamic acid 2-fluoro-phenyl ester. Starting materials: C1OC=2C=C(CCN)C=CC2O1 (3,4-methylenedioxyphenethylamine), ClC=1C2=C(N=C(N1)C=1C=NC=CC1)SC(=C2)C(F)(F)F (4-chloro-2-(pyridin-3-yl)-6-trifluoromethyl-thieno-[2,3-d]-pyrimidine). Yields the product N1=CC(=CC=C1)C=1N=C(C2=C(N1)SC(=C2)C(F)(F)F)NCCC2=CC1=C(C=C2)OCO1 (2-(pyridin-3-yl)-4-(3,4-methylenedioxyphenethylamino)-6-trifluoromethyl-thieno-[2,3-d]-pyrimidine). As a reaction SMILES: [CH2:1]1[O:12][C:11]2[CH:10]=[CH:9][C:5]([CH2:6][CH2:7][NH2:8])=[CH:4][C:3]=2[O:2]1.Cl[C:14]1[C:15]2[CH:28]=[C:27]([C:29]([F:32])([F:31])[F:30])[S:26][C:16]=2[N:17]=[C:18]([C:20]2[CH:21]=[N:22][CH:23]=[CH:24][CH:25]=2)[N:19]=1>>[N:22]1[CH:23]=[CH:24][CH:25]=[C:20]([C:18]2[N:19]=[C:14]([NH:8][CH2:7][CH2:6][C:5]3[CH:9]=[CH:10][C:11]4[O:12][CH2:1][O:2][C:3]=4[CH:4]=3)[C:15]3[CH:28]=[C:27]([C:29]([F:32])([F:30])[F:31])[S:26][C:16]=3[N:17]=2)[CH:21]=1. Reported procedure: With the procedure of Example 1, the reaction of 3,4-methylenedioxyphenethylamine with 4-chloro-2-(pyridin-3-yl)-6-trifluoromethyl-thieno-[2,3-d]-pyrimidine yields 2-(pyridin-3-yl)-4-(3,4-methylenedioxyphenethylamino)-6-trifluoromethyl-thieno-[2,3-d]-pyrimidine. Starting materials: C1OC=2C=C(CCN)C=CC2O1 (3,4-methylenedioxyphenethylamine), ClC=1C2=C(N=C(N1)C1=CC=NC=C1)SC=C2C (4-chloro-2-(pyridin-4-yl)-5-methyl-thieno-[2,3-d]-pyrimidine). The product is N1=CC=C(C=C1)C=1N=C(C2=C(N1)SC=C2C)NCCC2=CC1=C(C=C2)OCO1 (2-(pyridin-4-yl)-4-(3,4-methylenedioxyphenethylamino)-5-methyl-thieno-[2,3-d]-pyrimidine). As a reaction SMILES: [CH2:1]1[O:12][C:11]2[CH:10]=[CH:9][C:5]([CH2:6][CH2:7][NH2:8])=[CH:4][C:3]=2[O:2]1.Cl[C:14]1[C:15]2[C:28]([CH3:29])=[CH:27][S:26][C:16]=2[N:17]=[C:18]([C:20]2[CH:25]=[CH:24][N:23]=[CH:22][CH:21]=2)[N:19]=1>>[N:23]1[CH:22]=[CH:21][C:20]([C:18]2[N:19]=[C:14]([NH:8][CH2:7][CH2:6][C:5]3[CH:9]=[CH:10][C:11]4[O:12][CH2:1][O:2][C:3]=4[CH:4]=3)[C:15]3[C:28]([CH3:29])=[CH:27][S:26][C:16]=3[N:17]=2)=[CH:25][CH:24]=1. Procedure details: With the procedure of Example 1, the reaction of 3,4-methylenedioxyphenethylamine with 4-chloro-2-(pyridin-4-yl)-5-methyl-thieno-[2,3-d]-pyrimidine yields 2-(pyridin-4-yl)-4-(3,4-methylenedioxyphenethylamino)-5-methyl-thieno-[2,3-d]-pyrimidine.